describe an organic reaction: reactants, conditions, products, and yield From a dataset of the Open Reaction Database (ORD), a public repository of structured organic reaction records. Starting materials: [Si](C1=CC=CC=C1)(C1=CC=CC=C1)(C(C)(C)C)OC1CN(C1)C=1SC=C(N1)CNC(=O)OCC1=CC=C(C=C1)[N+](=O)[O-] (3-t-butyldiphenylsilyloxy-1-[4-(p-nitrobenzyloxycarbonylaminomethyl)-1,3-thiazol-2-yl]azetidine), C(C)(=O)O (acetic acid), [F-].C(CCC)[N+](CCCC)(CCCC)CCCC (tetra-n-butylammonium fluoride). Run in O1CCCC1 (tetrahydrofuran), O1CCCC1 (tetrahydrofuran). Reaction conditions: time 4.5 hour. Product: OC1CN(C1)C=1SC=C(N1)CNC(=O)OCC1=CC=C(C=C1)[N+](=O)[O-] (3-hydroxy-1-[4-(p-nitrobenzyloxycarbonylaminomethyl)-1,3-thiazol-2-yl]azetidine). Yield: 87.1%. Reaction SMILES: [Si]([O:18][CH:19]1[CH2:22][N:21]([C:23]2[S:24][CH:25]=[C:26]([CH2:28][NH:29][C:30]([O:32][CH2:33][C:34]3[CH:39]=[CH:38][C:37]([N+:40]([O-:42])=[O:41])=[CH:36][CH:35]=3)=[O:31])[N:27]=2)[CH2:20]1)(C(C)(C)C)(C1C=CC=CC=1)C1C=CC=CC=1.C(O)(=O)C.[F-].C([N+](CCCC)(CCCC)CCCC)CCC>O1CCCC1>[OH:18][CH:19]1[CH2:20][N:21]([C:23]2[S:24][CH:25]=[C:26]([CH2:28][NH:29][C:30]([O:32][CH2:33][C:34]3[CH:39]=[CH:38][C:37]([N+:40]([O-:42])=[O:41])=[CH:36][CH:35]=3)=[O:31])[N:27]=2)[CH2:22]1 |f:2.3|. Reported procedure: To a solution of 3-t-butyldiphenylsilyloxy-1-[4-(p-nitrobenzyloxycarbonylaminomethyl)-1,3-thiazol-2-yl]azetidine (867.2 mg, 1.44 mmol) (obtained as described in Reference Example 62(2)) in anhydrous tetrahydrofuran (45 ml) were added acetic acid (0.1 ml, 1.75 mmol) and 1.0 M tetra-n-butylammonium fluoride in tetrahydrofuran (1.72 ml, 1.72 mmol) in an ice bath and the mixture was stirred in an ice bath for 4.5 hours. After checking the completion of the reaction, the mixture was partitioned betwe... The reactants are Cc1ccc(S(=O)(=O)OC2CCOCC2)cc1, CC1(C)OB(c2ccc(O)cc2)OC1(C)C, CCOC(C)=O, [K+], [K+], O=C([O-])[O-], CN(C)C=O. Yields the product CC1(C)OB(c2ccc(OC3CCOCC3)cc2)OC1(C)C. As a reaction SMILES: [CH3:17][c:18]1[cH:19][cH:20][c:21]([S:22]([O:23][CH:28]2[CH2:29][CH2:30][O:31][CH2:32][CH2:33]2)(=[O:24])=[O:25])[cH:26][cH:27]1.[CH3:1][C:2]1([CH3:16])[O:3][B:4]([c:9]2[cH:10][cH:11][c:12]([OH:15])[cH:13][cH:14]2)[O:5][C:6]1([CH3:7])[CH3:8].[CH3:45][CH2:46][O:47][C:48](=[O:49])[CH3:50].[K+:34].[K+:35].[O-:36][C:37]([O-:38])=[O:39].[O:40]=[CH:41][N:42]([CH3:43])[CH3:44]>>[CH3:1][C:2]1([CH3:16])[O:3][B:4]([c:9]2[cH:10][cH:11][c:12]([O:15][CH:28]3[CH2:29][CH2:30][O:31][CH2:32][CH2:33]3)[cH:13][cH:14]2)[O:5][C:6]1([CH3:7])[CH3:8]. Starting materials: O=C([O-])[O-], CC(=O)Oc1cccc(C(=O)Cl)c1C, CC(C)=O, [Na+], [Na+], O, Cl[Pd]Cl, OB(O)c1ccccc1. Product: CC(=O)Oc1cccc(C(=O)c2ccccc2)c1C. As a reaction SMILES: [C:15](=[O:16])([O-:17])[O-:18].[C:1]([CH3:2])(=[O:3])[O:4][c:5]1[c:6]([CH3:14])[c:7]([C:11](=[O:12])[Cl:13])[cH:8][cH:9][cH:10]1.[CH3:30][C:31](=[O:32])[CH3:33].[Na+:19].[Na+:20].[OH2:37].[Pd:34]([Cl:35])[Cl:36].[c:21]1([B:27]([OH:28])[OH:29])[cH:22][cH:23][cH:24][cH:25][cH:26]1>>[C:1]([CH3:2])(=[O:3])[O:4][c:5]1[c:6]([CH3:14])[c:7]([C:11](=[O:12])[c:21]2[cH:22][cH:23][cH:24][cH:25][cH:26]2)[cH:8][cH:9][cH:10]1. Starting materials: CCO, Cl, COC(=O)CCNS(=O)(=O)c1ccccc1[N+](=O)[O-], [Na+], [OH-]. The product is O=C(O)CCNS(=O)(=O)c1ccccc1[N+](=O)[O-]. Reaction SMILES: [CH3:23][CH2:24][OH:25].[ClH:22].[N+:1](=[O:2])([O-:3])[c:4]1[c:5]([S:10](=[O:11])(=[O:12])[NH:13][CH2:14][CH2:15][C:16](=[O:17])[O:18][CH3:19])[cH:6][cH:7][cH:8][cH:9]1.[Na+:21].[OH-:20]>>[N+:1](=[O:2])([O-:3])[c:4]1[c:5]([S:10](=[O:11])(=[O:12])[NH:13][CH2:14][CH2:15][C:16](=[O:17])[OH:18])[cH:6][cH:7][cH:8][cH:9]1.